Dataset: the Open Reaction Database (ORD), a public repository of structured organic reaction records. Task: describe an organic reaction: reactants, conditions, products, and yield Starting materials: O=C(O)c1ccc(B(O)O)cc1, O=C([O-])[O-], O=S(=O)(OC1=CCC2(CC1)OCCO2)C(F)(F)F, [Na+], [Na+], CN(C)C=O, O=C(C=Cc1ccccc1)C=Cc1ccccc1, O=C(C=Cc1ccccc1)C=Cc1ccccc1, O=C(C=Cc1ccccc1)C=Cc1ccccc1, [Pd], [Pd], c1ccc(P(c2ccccc2)c2ccccc2)cc1. Product: O=C(O)c1ccc(C2=CCC3(CC2)OCCO3)cc1. Reaction SMILES: [C:1](=[O:2])([OH:3])[c:4]1[cH:5][cH:6][c:7]([B:10]([OH:11])[OH:12])[cH:8][cH:9]1.[C:31](=[O:32])([O-:33])[O-:34].[F:13][C:14]([F:15])([F:16])[S:17]([O:18][C:19]1=[CH:20][CH2:21][C:22]2([O:23][CH2:24][CH2:25][O:26]2)[CH2:27][CH2:28]1)(=[O:29])=[O:30].[Na+:35].[Na+:36].[O:56]=[CH:57][N:58]([CH3:59])[CH3:60].[O:63]=[C:64]([CH:65]=[CH:66][c:67]1[cH:68][cH:69][cH:70][cH:71][cH:72]1)[CH:73]=[CH:74][c:75]1[cH:76][cH:77][cH:78][cH:79][cH:80]1.[O:81]=[C:82]([CH:83]=[CH:84][c:85]1[cH:86][cH:87][cH:88][cH:89][cH:90]1)[CH:91]=[CH:92][c:93]1[cH:94][cH:95][cH:96][cH:97][cH:98]1.[O:99]=[C:100]([CH:101]=[CH:102][c:103]1[cH:104][cH:105][cH:106][cH:107][cH:108]1)[CH:109]=[CH:110][c:111]1[cH:112][cH:113][cH:114][cH:115][cH:116]1.[Pd:61].[Pd:62].[c:37]1([P:38]([c:39]2[cH:40][cH:41][cH:42][cH:43][cH:44]2)[c:45]2[cH:46][cH:47][cH:48][cH:49][cH:50]2)[cH:51][cH:52][cH:53][cH:54][cH:55]1>>[C:1](=[O:2])([OH:3])[c:4]1[cH:5][cH:6][c:7]([C:19]2=[CH:20][CH2:21][C:22]3([O:23][CH2:24][CH2:25][O:26]3)[CH2:27][CH2:28]2)[cH:8][cH:9]1. Starting materials: ClC=1C(=C(C(=O)O)C=CC1)C(F)(F)F (3-chloro-2-(trifluoromethyl)benzoic acid). Solvent: C1CCOC1 (THF), C1CCOC1 (THF). Conditions: temperature 75 celsius. Yields the product ClC=1C(=C(C=CC1)CO)C(F)(F)F ((3-Chloro-2-(trifluoromethyl)phenyl)methanol). Yield: 85.3%. As a reaction SMILES: [Cl:1][C:2]1[C:3]([C:11]([F:14])([F:13])[F:12])=[C:4]([CH:8]=[CH:9][CH:10]=1)[C:5](O)=[O:6]>C1COCC1>[Cl:1][C:2]1[C:3]([C:11]([F:12])([F:13])[F:14])=[C:4]([CH2:5][OH:6])[CH:8]=[CH:9][CH:10]=1. Procedure: To a solution of 3-chloro-2-(trifluoromethyl)benzoic acid (0.15 g, 0.668 mmol) in THF (5 mL) was added dropwise a solution of borane dimethyl sulfide complex in THF (2 M, 0.70 mL, 1.40 mmol) at 0° C. to 5° C. The resulting solution was heated at 75° C. for 2 h under nitrogen atmosphere. The reaction was quenched with MeOH (1 mL) at 0° C. and concentrated under vacuum to give the crude title product (0.12 g). 1H NMR (400 MHz, CDCl3) δ (ppm) 7.66-7.64 (m, 1H), 7.48-7.44 (m, 2H), 4.90 (d, J=2.0 Hz,...